This data is from the Open Reaction Database (ORD), a public repository of structured organic reaction records. The task is: describe an organic reaction: reactants, conditions, products, and yield Product: CC1(OB(OC1(C)C)C=1C=NN(C1)CC(=O)N)C (2-[4-(4,4,5,5-tetramethyl-1,3,2-dioxaborolan-2-yl)-1H-pyrazol-1-yl]acetamide). Procedure details: A mixture of 4-(4,4,5,5-tetramethyl-1,3,2-dioxaborolan-2-yl)-1H-pyrazole (50 mg, 0.2 mmol), 2-Bromoacetamide (43 mg, 0.31 mmol, Aldrich, Cat. No. 301272), and cesium carbonate (250 mg, 0.77 mmol) in acetonitrile (1 mL) was stirred at 90° C. for 2 h. After cooling it was quenched with water, extracted with ethyl acetate. The extract was washed with water twice, brine once; dried over Na2SO4. After filtration the filtrate was concentrated to yield 45 mg of the product which was directly used in th... Reaction SMILES: [CH3:1][C:2]1([CH3:14])[C:6]([CH3:8])([CH3:7])[O:5][B:4]([C:9]2[CH:10]=[N:11][NH:12][CH:13]=2)[O:3]1.Br[CH2:16][C:17]([NH2:19])=[O:18].C(=O)([O-])[O-].[Cs+].[Cs+]>C(#N)C>[CH3:1][C:2]1([CH3:14])[C:6]([CH3:7])([CH3:8])[O:5][B:4]([C:9]2[CH:13]=[N:12][N:11]([CH2:16][C:17]([NH2:19])=[O:18])[CH:10]=2)[O:3]1 |f:2.3.4|. Run in C(C)#N (acetonitrile). Starting materials: CC1(OB(OC1(C)C)C=1C=NNC1)C (4-(4,4,5,5-tetramethyl-1,3,2-dioxaborolan-2-yl)-1H-pyrazole), BrCC(=O)N (2-Bromoacetamide), C([O-])([O-])=O.[Cs+].[Cs+] (cesium carbonate). Starting materials: Cc1cc2cccc(CO)c2s1, ClCCl, O=S(Cl)Cl. Yields the product Cc1cc2cccc(CCl)c2s1. As a reaction SMILES: [CH3:5][c:6]1[cH:7][c:8]2[c:9]([s:10]1)[c:11]([CH2:15][OH:16])[cH:12][cH:13][cH:14]2.[Cl:17][CH2:18][Cl:19].[S:1]([Cl:2])([Cl:3])=[O:4]>>[Cl:3][CH2:15][c:11]1[c:9]2[c:8]([cH:7][c:6]([CH3:5])[s:10]2)[cH:14][cH:13][cH:12]1. The reactants are C1=CCCCC1, CCO, O=C(O)CCC(=O)c1ccc(F)c([N+](=O)[O-])c1. The product is Nc1cc(C(=O)CCC(=O)O)ccc1F. Reaction SMILES: [CH2:18]1[CH2:19][CH:20]=[CH:21][CH2:22][CH2:23]1.[CH3:24][CH2:25][OH:26].[F:1][c:2]1[c:3]([N+:15]([O-:16])=[O:17])[cH:4][c:5]([C:6](=[O:7])[CH2:8][CH2:9][C:10](=[O:11])[OH:12])[cH:13][cH:14]1>>[F:1][c:2]1[c:3]([NH2:15])[cH:4][c:5]([C:6](=[O:7])[CH2:8][CH2:9][C:10](=[O:11])[OH:12])[cH:13][cH:14]1. Starting materials: N#N (N2), [NH4+].[Cl-] (NH4Cl), [N+](=O)([O-])C=1C=NN(C1)CC1=CC=C(O1)C=O (5-(4-nitro-pyrazol-1-ylmethyl)-furan-2-carbaldehyde), C[Mg]Br (methylmagnesium bromide), solution. The solvent is C1CCOC1 (THF), C1CCOC1 (THF). Conditions: temperature -78 celsius, time 4 hour. Product: [N+](=O)([O-])C=1C=NN(C1)CC1=CC=C(O1)C(C)O (1-[5-(4-Nitro-pyrazol-1-ylmethyl)-furan-2-yl]-ethanol). As a reaction SMILES: N#N.[N+:3]([C:6]1[CH:7]=[N:8][N:9]([CH2:11][C:12]2[O:16][C:15]([CH:17]=[O:18])=[CH:14][CH:13]=2)[CH:10]=1)([O-:5])=[O:4].[CH3:19][Mg]Br.[NH4+].[Cl-]>C1COCC1>[N+:3]([C:6]1[CH:7]=[N:8][N:9]([CH2:11][C:12]2[O:16][C:15]([CH:17]([OH:18])[CH3:19])=[CH:14][CH:13]=2)[CH:10]=1)([O-:5])=[O:4] |f:3.4|. Reported procedure: In a flame dried round-bottomed flask equipped with a magnetic stir bar and under inert atmosphere (N2), a solution of 5-(4-nitro-pyrazol-1-ylmethyl)-furan-2-carbaldehyde (3.79 g, 17.14 mmol) in THF (173.0 mL) was treated at −78° C. with methylmagnesium bromide (17.1 mL of a 1M solution in THF, 17.14 mmol). The reaction mixture was stirred at −78° C. for 4 h then poured on sat. aq. NH4Cl (150 mL) and extracted with EA (2×300 mL). The combined org. extracts were dried over MgSO4, filtered, and th... Starting materials: [OH-].[Na+] (sodium hydroxide), N1C=CC2=CC=CC=C12 (1H-Indole), C(C)(C)(C)OC(=O)N1C(CC(CC1C)=O)C (2,6-Dimethyl-4-oxo-piperidine-1-carboxylic acid tert-butyl ester), C(C)(=O)O[BH-](OC(C)=O)OC(C)=O.[Na+] (sodium triacetoxyborohydride). The solvent is C(C)(=O)O (acetic acid). Conditions: temperature 70 celsius. Product: C(C)(C)(C)OC(=O)N1CC(C(CC1)N1C=CC2=CC=CC=C12)CC (1-(1-tert-Butoxycarbonyl-3-ethyl-piperidin-4-yl)-1H-indole). As a reaction SMILES: [NH:1]1[C:9]2[C:4](=[CH:5][CH:6]=[CH:7][CH:8]=2)[CH:3]=[CH:2]1.[C:10]([O:14][C:15]([N:17]1[CH:22](C)[CH2:21][C:20](=O)[CH2:19][CH:18]1C)=[O:16])([CH3:13])([CH3:12])[CH3:11].[C:26](O[BH-](OC(=O)C)OC(=O)C)(=O)[CH3:27].[Na+].[OH-].[Na+]>C(O)(=O)C>[C:10]([O:14][C:15]([N:17]1[CH2:18][CH2:19][CH:20]([N:1]2[C:9]3[C:4](=[CH:5][CH:6]=[CH:7][CH:8]=3)[CH:3]=[CH:2]2)[CH:21]([CH2:26][CH3:27])[CH2:22]1)=[O:16])([CH3:11])([CH3:12])[CH3:13] |f:2.3,4.5|. Procedure details: Dissolve 1H-Indole (10 g, 50.2 mmol) and 2,6-Dimethyl-4-oxo-piperidine-1-carboxylic acid tert-butyl ester (8.62 g, 55.2 mmol) in glacial acetic acid (100 mL), add sodium triacetoxyborohydride (15.96 g, 75.3 mmol) and heat the mixture to 70° C. for 20 h. Cool the reaction mixture in an ice bath and made basic with 5N sodium hydroxide solution. Extract the mixture with methylene chloride, wash with water, brine and dry over sodium sulphate to yield the title compound. Flash chromatography using a ... The reactants are C(C)(C)(C)C1=NN(C(=C1)NC(OC1=CC=CC=C1)=O)C1=CC=CC=C1 (phenyl 3-tert-butyl-1-phenyl-1H-pyrazol-5-ylcarbamate), COC=1C=C2C(=NC=NC2=CC1OC)SC=1C=C(N)C=CC1 (3-(6,7-dimethoxyquinazolin-4-ylthio)aniline), C(C)(C)N(CC)C(C)C (diisopropylethyl amine). Reagents/catalysts: CN(C)C=1C=CN=CC1 (DMAP). Run at temperature 50 celsius. The product is C(C)(C)(C)C1=NN(C(=C1)NC(=O)NC1=CC(=CC=C1)SC1=NC=NC2=CC(=C(C=C12)OC)OC)C1=CC=CC=C1 (1-(3-tert-butyl-1-phenyl-1H-pyrazol-5-yl)-3-(3-(6,7-dimethoxyquinazolin-4-ylthio)phenyl)urea). Yield: 49.9%. Reaction SMILES: [C:1]([C:5]1[CH:9]=[C:8]([NH:10][C:11](=[O:19])OC2C=CC=CC=2)[N:7]([C:20]2[CH:25]=[CH:24][CH:23]=[CH:22][CH:21]=2)[N:6]=1)([CH3:4])([CH3:3])[CH3:2].[CH3:26][O:27][C:28]1[CH:29]=[C:30]2[C:35](=[CH:36][C:37]=1[O:38][CH3:39])[N:34]=[CH:33][N:32]=[C:31]2[S:40][C:41]1[CH:42]=[C:43]([CH:45]=[CH:46][CH:47]=1)[NH2:44].C(N(C(C)C)CC)(C)C>CN(C1C=CN=CC=1)C>[C:1]([C:5]1[CH:9]=[C:8]([NH:10][C:11]([NH:44][C:43]2[CH:45]=[CH:46][CH:47]=[C:41]([S:40][C:31]3[C:30]4[C:35](=[CH:36][C:37]([O:38][CH3:39])=[C:28]([O:27][CH3:26])[CH:29]=4)[N:34]=[CH:33][N:32]=3)[CH:42]=2)=[O:19])[N:7]([C:20]2[CH:25]=[CH:24][CH:23]=[CH:22][CH:21]=2)[N:6]=1)([CH3:2])([CH3:4])[CH3:3]. Procedure: According to the procedure described in Example 138B, phenyl 3-tert-butyl-1-phenyl-1H-pyrazol-5-ylcarbamate (151 mg, 0.45 mmol) from Example 153A was reacted with 3-(6,7-dimethoxyquinazolin-4-ylthio)aniline from Example 115B (89 mg, 0.30 mmol). To this solution was added diisopropylethyl amine (80 μL, 0.45 mmol) and DMAP (4 mg, 0.03 mmol). After heating for 2 hours at 50° C., the reaction was concentrated to dryness. The resulting solid was triturated with 1:1 dichloromethane/hexane and the soli...